describe an organic reaction: reactants, conditions, products, and yield From a dataset of the Open Reaction Database (ORD), a public repository of structured organic reaction records. Starting materials: [Br-], N#CCc1nnn(C(c2ccccc2)(c2ccccc2)c2ccccc2)n1, CCCC(C=O)CCC, CCOC(C)=O, CCCC[N+](CCCC)(CCCC)CCCC, [Na+], [OH-], c1ccccc1. The product is CCCC(C=C(C#N)c1nnn(C(c2ccccc2)(c2ccccc2)c2ccccc2)n1)CCC. RXN SMILES: [Br-:51].[C:1]([c:2]1[cH:3][cH:4][cH:5][cH:6][cH:7]1)([c:8]1[cH:9][cH:10][cH:11][cH:12][cH:13]1)([c:14]1[cH:15][cH:16][cH:17][cH:18][cH:19]1)[n:20]1[n:21][c:22]([CH2:25][C:26]#[N:27])[n:23][n:24]1.[CH2:28]([CH2:29][CH3:30])[CH:31]([CH:32]=[O:33])[CH2:34][CH2:35][CH3:36].[CH3:39][CH2:40][O:41][C:42]([CH3:43])=[O:44].[CH3:52][CH2:53][CH2:54][CH2:55][N+:56]([CH2:57][CH2:58][CH2:59][CH3:60])([CH2:61][CH2:62][CH2:63][CH3:64])[CH2:65][CH2:66][CH2:67][CH3:68].[Na+:38].[OH-:37].[cH:45]1[cH:46][cH:47][cH:48][cH:49][cH:50]1>>[C:1]([c:2]1[cH:3][cH:4][cH:5][cH:6][cH:7]1)([c:8]1[cH:9][cH:10][cH:11][cH:12][cH:13]1)([c:14]1[cH:15][cH:16][cH:17][cH:18][cH:19]1)[n:20]1[n:21][c:22]([C:25]([C:26]#[N:27])=[CH:32][CH:31]([CH2:28][CH2:29][CH3:30])[CH2:34][CH2:35][CH3:36])[n:23][n:24]1. Reactants: [I-].CN1C(=CC=C1)C[P+](C1=CC=CC=C1)(C1=CC=CC=C1)C1=CC=CC=C1 ((1-Methylpyrrol-2-yl)methyltriphenylphosphonium iodide), C(C)(C)(C)OC(=O)N[C@@](CO)(COC(CCCCC)=O)C ((2S)-2-t-butoxycarbonylamino-3-n-hexanoyloxy-2-methyl-1-propanol), example 1 ( 1b ), example 1 ( 1c ), CC(C)([O-])C.[K+] (potassium t-butoxide), [Cl-].[NH4+] (ammonium chloride). Run in O1CCCC1 (tetrahydrofuran), O1CCCC1 (tetrahydrofuran), O1CCCC1 (tetrahydrofuran). Reaction conditions: time 30 minute. Yields the product C(C)(C)(C)OC(=O)N[C@@](COC(CCCCC)=O)(C=CC=1N(C=CC1)C)C ((2R)-2-t-Butoxycarbonylamino-1-n-hexanoyloxy-2-methyl-4-(1-methylpyrrol-2-yl)-3-butene). The yield is 96.8%. RXN SMILES: [I-].[CH3:2][N:3]1[CH:7]=[CH:6][CH:5]=[C:4]1[CH2:8][P+](C1C=CC=CC=1)(C1C=CC=CC=1)C1C=CC=CC=1.CC(C)([O-])C.[K+].[C:34]([O:38][C:39]([NH:41][C@:42]([CH3:54])([CH2:45][O:46][C:47](=[O:53])[CH2:48][CH2:49][CH2:50][CH2:51][CH3:52])[CH2:43]O)=[O:40])([CH3:37])([CH3:36])[CH3:35].[Cl-].[NH4+]>O1CCCC1>[C:34]([O:38][C:39]([NH:41][C@:42]([CH3:43])([CH:54]=[CH:8][C:4]1[N:3]([CH3:2])[CH:7]=[CH:6][CH:5]=1)[CH2:45][O:46][C:47](=[O:53])[CH2:48][CH2:49][CH2:50][CH2:51][CH3:52])=[O:40])([CH3:37])([CH3:36])[CH3:35] |f:0.1,2.3,5.6|. Procedure: (1-Methylpyrrol-2-yl)methyltriphenylphosphonium iodide (58.0 g, 120 mmol) obtained in Reference example 1 (1c) was suspended in tetrahydrofuran (300 mL) and a solution of potassium t-butoxide (13.5 g, 120 mmol) in tetrahydrofuran (180 mL) was added thereto under ice-cooling with stirring over 30 minutes, followed by further stirring of the mixture under ice-cooling for 80 minutes. A solution of (2S)-2-t-butoxycarbonylamino-3-n-hexanoyloxy-2-methyl-1-propanol (30.3 g, 101 mmol) obtained in Refere...